Dataset: the Open Reaction Database (ORD), a public repository of structured organic reaction records. Task: describe an organic reaction: reactants, conditions, products, and yield Reactants: ClC=1C=C(C=CC1Cl)C=1N=C(N(N1)CCO)C=1C=C(C=O)C=CC1 (3-[5-(3,4-dichloro-phenyl)-2-(2-hydroxy-ethyl)-2H-[1,2,4]triazol-3-yl]-benzaldehyde), CNC (dimethylamine). The product is Cl.ClC=1C=C(C=CC1Cl)C1=NN(C(=N1)C1=CC(=CC=C1)CN(C)C)CCO (2-[3-(3,4-Dichloro-phenyl)-5-(3-dimethylaminomethyl-phenyl)-[1,2,4]triazol-1-yl]-ethanol hydrochloride). As a reaction SMILES: [Cl:1][C:2]1[CH:3]=[C:4]([C:9]2[N:10]=[C:11]([C:17]3[CH:18]=[C:19]([CH:22]=[CH:23][CH:24]=3)[CH:20]=O)[N:12]([CH2:14][CH2:15][OH:16])[N:13]=2)[CH:5]=[CH:6][C:7]=1[Cl:8].[CH3:25][NH:26][CH3:27]>>[ClH:1].[Cl:1][C:2]1[CH:3]=[C:4]([C:9]2[N:10]=[C:11]([C:17]3[CH:24]=[CH:23][CH:22]=[C:19]([CH2:20][N:26]([CH3:27])[CH3:25])[CH:18]=3)[N:12]([CH2:14][CH2:15][OH:16])[N:13]=2)[CH:5]=[CH:6][C:7]=1[Cl:8] |f:2.3|. Reported procedure: Using 3-[5-(3,4-dichloro-phenyl)-2-(2-hydroxy-ethyl)-2H-[1,2,4]triazol-3-yl]-benzaldehyde and dimethylamine the title compound was afforded as a crude product which was chromatographed over SiO2 (Merck 230-400 mesh) using CH2Cl2/(2M NH3 in MeOH) 95:5, before salt preparation. The pure titled compound was obtained as a off-white amorphous foam (67.7% yield) after evaporation of all solvents under reduced pressure followed by drying under high vacuum (0.05 mmHg) at 50° C. for 2 h, MS: m/e=391.2 (M... Starting materials: C1(CC1)COC1=C(C=C(C=C1)S(=O)(=O)C)B1OC(C(O1)(C)C)(C)C (2-[2-(cyclopropylmethoxy)-5-methylsulfonylphenyl]-4,4,5,5-tetramethyl-1,3,2-dioxaborolane), BrC1=C(C=CC(=C1)S(=O)(=O)C)OCC1CC1 (2-bromo-1-(cyclopropylmethoxy)-4-methylsulfonylbenzene), BrC1=CN(C(C2=CC=C(C=C12)C(F)(F)F)=O)C (4-bromo-2-methyl-6-(trifluoromethyl)isoquinolin-1-one). Product: C1(CC1)COC1=C(C=C(C=C1)S(=O)(=O)C)C=1C2=C(C(N(C1)C)=O)C=CO2 (7-[2-(cyclopropylmethoxy)-5-methylsulfonylphenyl]-5-methylfuro[3,2-c]pyridin-4-one). Reaction SMILES: [CH:1]1([CH2:4][O:5][C:6]2[CH:11]=[CH:10][C:9]([S:12]([CH3:15])(=[O:14])=[O:13])=[CH:8][C:7]=2B2OC(C)(C)C(C)(C)O2)[CH2:3][CH2:2]1.BrC1C=C(S(C)(=O)=[O:33])C=CC=1OCC1CC1.Br[C:42]1[C:51]2[C:46](=[CH:47][CH:48]=C(C(F)(F)F)C=2)[C:45](=[O:56])[N:44]([CH3:57])[CH:43]=1>>[CH:1]1([CH2:4][O:5][C:6]2[CH:11]=[CH:10][C:9]([S:12]([CH3:15])(=[O:13])=[O:14])=[CH:8][C:7]=2[C:42]2[C:51]3[O:33][CH:48]=[CH:47][C:46]=3[C:45](=[O:56])[N:44]([CH3:57])[CH:43]=2)[CH2:2][CH2:3]1. Procedure: The title compound was prepared in a manner similar to Example 197, by substituting 5-methyl-7-(4,4,5,5-tetramethyl-1,3,2-dioxaborolan-2-yl)furo[3,2-c]pyridin-4-one for 2-[2-(cyclopropylmethoxy)-5-methylsulfonylphenyl]-4,4,5,5-tetramethyl-1,3,2-dioxaborolane and 2-bromo-1-(cyclopropylmethoxy)-4-methylsulfonylbenzene for 4-bromo-2-methyl-6-(trifluoromethyl)isoquinolin-1-one. 1H NMR (CDCl3, 400 MHz) δ 8.05 (s, 1H), 7.92 (dd, J1=8.6 Hz, J2=1.8 Hz, 1H), 7.50 (m, 2H), 7.07 (m, 2H), 3.95 (d, J=6.7 Hz,... Starting materials: O1C(CCCC1)ONC(=O)C=1C=C2CCNCC2=CC1 (N-(tetrahydro-2H-pyran-2-yloxy)-1,2,3,4-tetrahydroisoquinoline-6-carboxamide), CC=1N(C=CN1)CCC (3-(2-methyl-1H-imidazol-1-yl)propan), C=1C=CC2=C(C1)N=NN2O (HOBt), C(CCl)Cl (EDC). The solvent is CN(C)C=O (DMF), C(C)N(CC)CC (triethylamine). Reaction conditions: time 8 hour. Yields the product CC=1N(C=CN1)CC(=O)N1CC2=CC=C(C=C2CC1)C(=O)NOC1OCCCC1 (2-[(2-Methyl-1H-imidazol-1-yl)acetyl]-N-(tetrahydro-2H-pyran-2-yloxy)-1,2,3,4-tetrahydroisoquinoline-6-carboxamide). Reaction SMILES: [O:1]1[CH2:6][CH2:5][CH2:4][CH2:3][CH:2]1[O:7][NH:8][C:9]([C:11]1[CH:12]=[C:13]2[C:18](=[CH:19][CH:20]=1)[CH2:17][NH:16][CH2:15][CH2:14]2)=[O:10].[CH3:21][C:22]1[N:23]([CH2:27][CH2:28]C)[CH:24]=[CH:25][N:26]=1.C1C=CC2N([OH:39])N=NC=2C=1.C(Cl)CCl>CN(C=O)C.C(N(CC)CC)C>[CH3:21][C:22]1[N:23]([CH2:27][C:28]([N:16]2[CH2:15][CH2:14][C:13]3[C:18](=[CH:19][CH:20]=[C:11]([C:9]([NH:8][O:7][CH:2]4[CH2:3][CH2:4][CH2:5][CH2:6][O:1]4)=[O:10])[CH:12]=3)[CH2:17]2)=[O:39])[CH:24]=[CH:25][N:26]=1. Procedure: A mixture of 200 mg N-(tetrahydro-2H-pyran-2-yloxy)-1,2,3,4-tetrahydroisoquinoline-6-carboxamide, 61 mg 3-(2-methyl-1H-imidazol-1-yl)propan acid, 111 mg HOBt, 276 mg EDC, 0.603 ml triethylamine and 7 ml DMF is stirred overnight. The reaction mixture is quenched with 3 ml water and 5 ml dichloromethane. The organic phase is separated, the water phase extracted with dichloromethane. The combined organic phases are dried and evaporated. 315 ml of yellow oil is obtained, which is further purified by... The reactants are O (water), OC1=C(C=C2CCCC(C2=C1)=O)OC (7-hydroxy-6-methoxy-1-tetralone), C(C1=CC=CC=C1)Br (benzyl bromide), C(=O)([O-])[O-].[K+].[K+] (K2CO3). Solvent: CC(=O)C (acetone). Product: C(C1=CC=CC=C1)OC1=C(C=C2CCCC(C2=C1)=O)OC (7-Benzyloxy-6-methoxy-3,4-dihydro-2H-naphthalen-1-one). The yield is 62.8%. Reaction SMILES: [OH:1][C:2]1[CH:11]=[C:10]2[C:5]([CH2:6][CH2:7][CH2:8][C:9]2=[O:12])=[CH:4][C:3]=1[O:13][CH3:14].[CH2:15](Br)[C:16]1[CH:21]=[CH:20][CH:19]=[CH:18][CH:17]=1.C([O-])([O-])=O.[K+].[K+].O>CC(C)=O>[CH2:15]([O:1][C:2]1[CH:11]=[C:10]2[C:5]([CH2:6][CH2:7][CH2:8][C:9]2=[O:12])=[CH:4][C:3]=1[O:13][CH3:14])[C:16]1[CH:21]=[CH:20][CH:19]=[CH:18][CH:17]=1 |f:2.3.4|. Procedure details: A mixture of 4.5 g (0.0233 mole) of 7-hydroxy-6-methoxy-1-tetralone, 5.4 g (0.032 mole) of benzyl bromide and 10 g (0.072 mole) of K2CO3 in 150 ml of acetone was heated to reflux overnight. The reaction as cooled, poured into water and extracted with EtOAc. The EtOAc was dried over Na2SO4 and evaporated to give 7 g of crude product. Crystallization with Et2O gave 4.13 g of product as a white solid, mp 110-111° C. Reactants: C(C1=CC=CC=C1)[C@H]1N(CC[C@@H](C1)N(C(C(F)(F)F)=O)CC1=CC=NC2=CC=CC=C12)C(CC1=NC=CC=C1)=O ((2R*,4S*)-2-benzyl-1-(2-pyridylacetyl)-N-(4-quinolylmethyl)-N-trifluoroacetyl-4-piperidinamine), [BH4-].[Na+] (sodium borohydride). Product: C(C1=CC=CC=C1)[C@H]1N(CC[C@@H](C1)NCC1=CC=NC2=CC=CC=C12)C(CC1=NC=CC=C1)=O ((2R*,4S*)-2-benzyl-1-(2-pyridylacetyl)-N-(4-quinolylmethyl)-4-piperidinamine). As a reaction SMILES: [CH2:1]([C@@H:8]1[CH2:13][C@@H:12]([N:14]([CH2:21][C:22]2[C:31]3[C:26](=[CH:27][CH:28]=[CH:29][CH:30]=3)[N:25]=[CH:24][CH:23]=2)C(=O)C(F)(F)F)[CH2:11][CH2:10][N:9]1[C:32](=[O:40])[CH2:33][C:34]1[CH:39]=[CH:38][CH:37]=[CH:36][N:35]=1)[C:2]1[CH:7]=[CH:6][CH:5]=[CH:4][CH:3]=1.[BH4-].[Na+]>>[CH2:1]([C@@H:8]1[CH2:13][C@@H:12]([NH:14][CH2:21][C:22]2[C:31]3[C:26](=[CH:27][CH:28]=[CH:29][CH:30]=3)[N:25]=[CH:24][CH:23]=2)[CH2:11][CH2:10][N:9]1[C:32](=[O:40])[CH2:33][C:34]1[CH:39]=[CH:38][CH:37]=[CH:36][N:35]=1)[C:2]1[CH:7]=[CH:6][CH:5]=[CH:4][CH:3]=1 |f:1.2|. Reported procedure: 180 mg (0.329 mmol) of (2R*,4S*)-2-benzyl-1-(2-pyridylacetyl)-N-(4-quinolylmethyl)-N-trifluoroacetyl-4-piperidinamine are reacted with 50 mg (1.32 mmol) of sodium borohydride in analogy to Example 2. The title compound ##STR44## is obtained as white foam. TLC: methylene chloride/methanol/conc. ammonia (700:50:1) Rf =0.28, FD-MS: M+ =450. The reactants are ClC=1C=CC2=C(C(=NCC(=N2)NN)C2=CC=CC=C2)C1 (7-chloro-2-hydrazino-5-phenyl-3H-1,4-benzodiazepine), O=C(C(=O)O)CN1CCCC1 (2-oxo-3-pyrrolidinopropionic acid). The product is ClC=1C=CC2=C(C(=NCC(=N2)NN=C(CN2CCCC2)C(=O)O)C2=CC=CC=C2)C1 (7-chloro-2-[(1-carboxy-2-pyrrolidinoethylidene)-hydrazino]-5-phenyl-3H-1,4-benzodiazepine). RXN SMILES: [Cl:1][C:2]1[CH:3]=[CH:4][C:5]2[N:11]=[C:10]([NH:12][NH2:13])[CH2:9][N:8]=[C:7]([C:14]3[CH:19]=[CH:18][CH:17]=[CH:16][CH:15]=3)[C:6]=2[CH:20]=1.O=[C:22]([CH2:26][N:27]1[CH2:31][CH2:30][CH2:29][CH2:28]1)[C:23]([OH:25])=[O:24]>>[Cl:1][C:2]1[CH:3]=[CH:4][C:5]2[N:11]=[C:10]([NH:12][N:13]=[C:22]([C:23]([OH:25])=[O:24])[CH2:26][N:27]3[CH2:31][CH2:30][CH2:29][CH2:28]3)[CH2:9][N:8]=[C:7]([C:14]3[CH:19]=[CH:18][CH:17]=[CH:16][CH:15]=3)[C:6]=2[CH:20]=1. Reported procedure: In the manner given in Example 13, 7-chloro-2-hydrazino-5-phenyl-3H-1,4-benzodiazepine can be stirred with 2-oxo-3-pyrrolidinopropionic acid at room temperature to give 7-chloro-2-[(1-carboxy-2-pyrrolidinoethylidene)-hydrazino]-5-phenyl-3H-1,4-benzodiazepine. Reactants: C1CCOC1, O=[Mn]=O, NC(=O)c1cc(-c2cccc(CO)c2)cc2c(C3CCN(S(=O)(=O)CCCN4CCCC4)CC3)c[nH]c12. Yields the product NC(=O)c1cc(-c2cccc(C=O)c2)cc2c(C3CCN(S(=O)(=O)CCCN4CCCC4)CC3)c[nH]c12. Reaction SMILES: [CH2:38]1[O:39][CH2:40][CH2:41][CH2:42]1.[O:43]=[Mn:44]=[O:45].[OH:1][CH2:2][c:3]1[cH:4][c:5](-[c:9]2[cH:10][c:11]3[c:12]([CH:21]4[CH2:22][CH2:23][N:24]([S:27](=[O:28])(=[O:29])[CH2:30][CH2:31][CH2:32][N:33]5[CH2:34][CH2:35][CH2:36][CH2:37]5)[CH2:25][CH2:26]4)[cH:13][nH:14][c:15]3[c:16]([C:18](=[O:19])[NH2:20])[cH:17]2)[cH:6][cH:7][cH:8]1>>[O:1]=[CH:2][c:3]1[cH:4][c:5](-[c:9]2[cH:10][c:11]3[c:12]([CH:21]4[CH2:22][CH2:23][N:24]([S:27](=[O:28])(=[O:29])[CH2:30][CH2:31][CH2:32][N:33]5[CH2:34][CH2:35][CH2:36][CH2:37]5)[CH2:25][CH2:26]4)[cH:13][nH:14][c:15]3[c:16]([C:18](=[O:19])[NH2:20])[cH:17]2)[cH:6][cH:7][cH:8]1. Reactants: COC(=O)C1=CC=CCC1, CC(C)(C)N, C1CCOC1, [Li]CCCC, CCCCCC, O. Yields the product CC(C)(C)NC(=O)C1=CC=CCC1. As a reaction SMILES: [C:17]1([C:23](=[O:24])[O:25][CH3:26])=[CH:18][CH:19]=[CH:20][CH2:21][CH2:22]1.[C:1]([CH3:2])([CH3:3])([CH3:4])[NH2:5].[CH2:27]1[O:28][CH2:29][CH2:30][CH2:31]1.[CH2:6]([Li:7])[CH2:8][CH2:9][CH3:10].[CH3:11][CH2:12][CH2:13][CH2:14][CH2:15][CH3:16].[OH2:32]>>[C:1]([CH3:2])([CH3:3])([CH3:4])[NH:5][C:23]([C:17]1=[CH:18][CH:19]=[CH:20][CH2:21][CH2:22]1)=[O:24]. Reactants: NCC(O)COc1ccc(O)c2c1CCC(=O)N2, CC(=O)Nc1ccc(S(=O)(=O)Nc2ccc(N3CCC(=O)CC3)cc2)cc1. Product: CC(=O)Nc1ccc(S(=O)(=O)Nc2ccc(N3CCC(NCC(O)COc4ccc(O)c5c4CCC(=O)N5)CC3)cc2)cc1. Reaction SMILES: [NH2:28][CH2:29][CH:30]([CH2:31][O:32][c:33]1[c:34]2[c:39]([c:40]([OH:43])[cH:41][cH:42]1)[NH:38][C:37](=[O:44])[CH2:36][CH2:35]2)[OH:45].[O:1]=[C:2]1[CH2:3][CH2:4][N:5]([c:8]2[cH:9][cH:10][c:11]([NH:14][S:15](=[O:16])(=[O:17])[c:18]3[cH:19][cH:20][c:21]([NH:24][C:25]([CH3:26])=[O:27])[cH:22][cH:23]3)[cH:12][cH:13]2)[CH2:6][CH2:7]1>>[CH:2]1([NH:28][CH2:29][CH:30]([CH2:31][O:32][c:33]2[c:34]3[c:39]([c:40]([OH:43])[cH:41][cH:42]2)[NH:38][C:37](=[O:44])[CH2:36][CH2:35]3)[OH:45])[CH2:3][CH2:4][N:5]([c:8]2[cH:9][cH:10][c:11]([NH:14][S:15](=[O:16])(=[O:17])[c:18]3[cH:19][cH:20][c:21]([NH:24][C:25]([CH3:26])=[O:27])[cH:22][cH:23]3)[cH:12][cH:13]2)[CH2:6][CH2:7]1. Starting materials: C1COCCN1, CC#N, N#Cc1ccc(F)cc1. The product is N#Cc1ccc(N2CCOCC2)cc1. Reaction SMILES: [CH2:10]1[CH2:11][O:12][CH2:13][CH2:14][NH:15]1.[CH3:16][C:17]#[N:18].[F:1][c:2]1[cH:3][cH:4][c:5]([C:6]#[N:7])[cH:8][cH:9]1>>[c:2]1([N:15]2[CH2:10][CH2:11][O:12][CH2:13][CH2:14]2)[cH:3][cH:4][c:5]([C:6]#[N:7])[cH:8][cH:9]1.